This data is from the Open Reaction Database (ORD), a public repository of structured organic reaction records. The task is: describe an organic reaction: reactants, conditions, products, and yield Starting materials: BrC1=CC=C(C=C1)C(CCN1CCC(CC1)C=1C=C(C=CC1)NC(C(C)C)=O)O (N-(3-{1-[3-(4-bromophenyl)-3-hydroxypropyl]-4-piperidinyl}phenyl)-2-methylpropanamide), FC1=CC=C(C=C1)O (4-fluorophenol). Product: BrC1=CC=C(C=C1)C(CCN1CCC(CC1)C=1C=C(C=CC1)NC(C(C)C)=O)OC1=CC=C(C=C1)F (N-(3-{1-[3-(4-BROMOPHENYL)-3-(4-FLUOROPHENOXY)PROPYL]-4-PIPERIDINYL}PHENYL)-2-METHYLPROPANAMIDE). As a reaction SMILES: [Br:1][C:2]1[CH:7]=[CH:6][C:5]([CH:8]([OH:29])[CH2:9][CH2:10][N:11]2[CH2:16][CH2:15][CH:14]([C:17]3[CH:18]=[C:19]([NH:23][C:24](=[O:28])[CH:25]([CH3:27])[CH3:26])[CH:20]=[CH:21][CH:22]=3)[CH2:13][CH2:12]2)=[CH:4][CH:3]=1.[F:30][C:31]1[CH:36]=[CH:35][C:34](O)=[CH:33][CH:32]=1>>[Br:1][C:2]1[CH:3]=[CH:4][C:5]([CH:8]([O:29][C:34]2[CH:35]=[CH:36][C:31]([F:30])=[CH:32][CH:33]=2)[CH2:9][CH2:10][N:11]2[CH2:16][CH2:15][CH:14]([C:17]3[CH:18]=[C:19]([NH:23][C:24](=[O:28])[CH:25]([CH3:26])[CH3:27])[CH:20]=[CH:21][CH:22]=3)[CH2:13][CH2:12]2)=[CH:6][CH:7]=1. Procedure details: Prepared by Procedure A and Scheme AN using N-(3-{1-[3-(4-bromophenyl)-3-hydroxypropyl]-4-piperidinyl}phenyl)-2-methylpropanamide and 4-fluorophenol: ESMS m/e: 552.8 (M+H)+.